This data is from the Open Reaction Database (ORD), a public repository of structured organic reaction records. The task is: describe an organic reaction: reactants, conditions, products, and yield Reactants: CCO, [Na+], [OH-], CCCN(CC(=O)OCC)c1ccccc1. The product is CCCN(CC(=O)O)c1ccccc1. As a reaction SMILES: [CH3:17][CH2:18][OH:19].[Na+:21].[OH-:20].[c:1]1([N:7]([CH2:8][CH2:9][CH3:10])[CH2:11][C:12](=[O:13])[O:14][CH2:15][CH3:16])[cH:2][cH:3][cH:4][cH:5][cH:6]1>>[c:1]1([N:7]([CH2:8][CH2:9][CH3:10])[CH2:11][C:12](=[O:13])[OH:14])[cH:2][cH:3][cH:4][cH:5][cH:6]1. Reactants: N(=[N+]=[N-])[C@@H]1[C@@H](N(C1=O)CC1=C(C=C(C=C1)OC)OC)C(=O)OC (methyl cis-3-azido-1-(2,4-dimethoxybenzyl)-4-oxoazetidine-2-carboxylate), S(=O)(=O)([O-])OOS(=O)(=O)[O-].[K+].[K+] (potassium persulfate), P(=O)(O)([O-])[O-].[Na+].[Na+] (sodium monohydrogen phosphate). Product: N(=[N+]=[N-])[C@@H]1[C@@H](NC1=O)C(=O)OC (methyl cis-3-azido-4-oxoazetidine-2-carboxylate). As a reaction SMILES: [N:1]([C@H:4]1[C:7](=[O:8])[N:6](CC2C=CC(OC)=CC=2OC)[C@H:5]1[C:20]([O:22][CH3:23])=[O:21])=[N+:2]=[N-:3].S(OOS([O-])(=O)=O)([O-])(=O)=O.[K+].[K+].P([O-])([O-])(O)=O.[Na+].[Na+]>>[N:1]([C@H:4]1[C:7](=[O:8])[NH:6][C@H:5]1[C:20]([O:22][CH3:23])=[O:21])=[N+:2]=[N-:3] |f:1.2.3,4.5.6|. Procedure details: A degassed solution of 3.8 g (0.012 mole) of methyl cis-3-azido-1-(2,4-dimethoxybenzyl)-4-oxoazetidine-2-carboxylate was treated with potassium persulfate and sodium monohydrogen phosphate as described in Preparation 2 to give methyl cis-3-azido-4-oxoazetidine-2-carboxylate which was purified by chromatography on silica gel with benzene-ethyl acetate as eluant.